The task is: describe an organic reaction: reactants, conditions, products, and yield. This data is from the Open Reaction Database (ORD), a public repository of structured organic reaction records. Reactants: C(C)(C)(C)OC(=O)N[C@H]1CC[C@H](CC1)CC(=O)N[C@@H](CC=1C(=C(C(=O)O)C=CC1)OC)B1OC2(C3C(C(CC2O1)C3)(C)C)C (3-((2R)-2-(2-(cis-4-(tert-butoxycarbonylamino)cyclohexyl)acetamido)-2-(2,9,9-trimethyl-3,5-dioxa-4-bora-tricyclo[6.1.1.02,6]dec-4-yl)ethyl)-2-methoxybenzoic acid), B(Cl)(Cl)Cl (BCl3). Yields the product N[C@H]1CC[C@H](CC1)CC(=O)N[C@@H]1B(OC2=C(C1)C=CC=C2C(=O)O)O ((R)-3-(2-(cis-4-aminocyclohexyl)acetamido)-2-hydroxy-3,4-dihydro-2H-benzo[e][1,2]oxaborinine-8-carboxylic acid). Reaction SMILES: C(OC([NH:8][C@@H:9]1[CH2:14][CH2:13][C@H:12]([CH2:15][C:16]([NH:18][C@H:19]([B:32]2OC3C(C)(C4CC(C3)C4(C)C)[O:33]2)[CH2:20][C:21]2[C:22]([O:30]C)=[C:23]([CH:27]=[CH:28][CH:29]=2)[C:24]([OH:26])=[O:25])=[O:17])[CH2:11][CH2:10]1)=O)(C)(C)C.B(Cl)(Cl)Cl>>[NH2:8][C@@H:9]1[CH2:10][CH2:11][C@H:12]([CH2:15][C:16]([NH:18][C@H:19]2[CH2:20][C:21]3[CH:29]=[CH:28][CH:27]=[C:23]([C:24]([OH:26])=[O:25])[C:22]=3[O:30][B:32]2[OH:33])=[O:17])[CH2:13][CH2:14]1. Procedure: Prepared from 3-((2R)-2-(2-(cis-4-(tert-butoxycarbonylamino)cyclohexyl)acetamido)-2-(2,9,9-trimethyl-3,5-dioxa-4-bora-tricyclo[6.1.1.02,6]dec-4-yl)ethyl)-2-methoxybenzoic acid and BCl3 following the procedure described in Step 2 of Example 1. The crude product was purified by reverse phase preparative HPLC and dried using lyophilization. ESI-MS m/z 347 (MH)+.